Dataset: the Open Reaction Database (ORD), a public repository of structured organic reaction records. Task: describe an organic reaction: reactants, conditions, products, and yield The reactants are [Br-], N#CCOc1cncc(Br)c1, CC[Mg+], C1CCOC1, CC(C)[O-], CC(C)[O-], CC(C)[O-], CC(C)[O-], [Ti+4]. Product: NC1(COc2cncc(Br)c2)CC1. RXN SMILES: [Br-:12].[Br:1][c:2]1[cH:3][c:4]([O:8][CH2:9][C:10]#[N:11])[cH:5][n:6][cH:7]1.[CH2:13]([CH3:14])[Mg+:15].[CH2:33]1[O:34][CH2:35][CH2:36][CH2:37]1.[CH3:16][CH:17]([CH3:18])[O-:19].[CH3:21][CH:22]([CH3:23])[O-:24].[CH3:25][CH:26]([CH3:27])[O-:28].[CH3:29][CH:30]([CH3:31])[O-:32].[Ti+4:20]>>[Br:1][c:2]1[cH:3][c:4]([O:8][CH2:9][C:10]2([NH2:11])[CH2:13][CH2:14]2)[cH:5][n:6][cH:7]1. Starting materials: OBO, COc1ccccc1OCc1ccccc1, COCCOC, Cc1nnc(Cl)nc1Cl, ClC(Cl)Cl, [K+], [K+], [K+], O=P([O-])([O-])[O-]. The product is COc1cc(-c2nc(Cl)nnc2C)ccc1OCc1ccccc1. Reaction SMILES: [BH:10]([OH:11])[OH:12].[CH2:13]([c:14]1[cH:15][cH:16][cH:17][cH:18][cH:19]1)[O:20][c:21]1[c:22]([O:27][CH3:28])[cH:23][cH:24][cH:25][cH:26]1.[CH2:37]([CH2:38][O:39][CH3:40])[O:41][CH3:42].[Cl:1][c:2]1[n:3][n:4][c:5]([CH3:9])[c:6]([Cl:8])[n:7]1.[Cl:43][CH:44]([Cl:45])[Cl:46].[K+:34].[K+:35].[K+:36].[P:29]([O-:30])([O-:31])([O-:32])=[O:33]>>[Cl:1][c:2]1[n:3][n:4][c:5]([CH3:9])[c:6](-[c:24]2[cH:23][c:22]([O:27][CH3:28])[c:21]([O:20][CH2:13][c:14]3[cH:15][cH:16][cH:17][cH:18][cH:19]3)[cH:26][cH:25]2)[n:7]1. Reactants: CC(C)(C)OC(=O)N1CCn2c(c(C(=O)O)c3ccccc32)C1, COc1ccccc1C1CCNCC1, CCN=C=NCCCN(C)C, CN(C)C=O, [Cl-], Cl, [NH4+], On1nnc2ccccc21. The product is COc1ccccc1C1CCN(C(=O)c2c3n(c4ccccc24)CCN(C(=O)OC(C)(C)C)C3)CC1. RXN SMILES: [C:1]([CH3:2])([CH3:3])([CH3:4])[O:5][C:6](=[O:7])[N:8]1[CH2:9][c:10]2[n:11]([c:12]3[cH:13][cH:14][cH:15][cH:16][c:17]3[c:18]2[C:19](=[O:20])[OH:21])[CH2:22][CH2:23]1.[CH3:24][O:25][c:26]1[c:27]([CH:32]2[CH2:33][CH2:34][NH:35][CH2:36][CH2:37]2)[cH:28][cH:29][cH:30][cH:31]1.[CH3:49][N:50]([CH3:51])[CH2:52][CH2:53][CH2:54][N:55]=[C:56]=[N:57][CH2:58][CH3:59].[CH3:60][N:61]([CH3:62])[CH:63]=[O:64].[Cl-:65].[ClH:48].[NH4+:66].[OH:38][n:39]1[c:40]2[cH:41][cH:42][cH:43][cH:44][c:45]2[n:46][n:47]1>>[C:1]([CH3:2])([CH3:3])([CH3:4])[O:5][C:6](=[O:7])[N:8]1[CH2:9][c:10]2[n:11]([c:12]3[cH:13][cH:14][cH:15][cH:16][c:17]3[c:18]2[C:19](=[O:21])[N:35]2[CH2:34][CH2:33][CH:32]([c:27]3[c:26]([O:25][CH3:24])[cH:31][cH:30][cH:29][cH:28]3)[CH2:37][CH2:36]2)[CH2:22][CH2:23]1. Starting materials: CCN(C(C)C)C(C)C, CN1Cc2c(Cl)cc(Cl)cc2C(c2cccc(S(=O)(=O)Cl)c2)C1, [N-]=[N+]=NCCOCCOCCOCCOCCOCCOCCOCCOCCOCCOCCN, CN(C)C=O. Product: CN1Cc2c(Cl)cc(Cl)cc2C(c2cccc(S(=O)(=O)NCCOCCOCCOCCOCCOCCOCCOCCOCCOCCOCCN=[N+]=[N-])c2)C1. RXN SMILES: [CH:60]([N:61]([CH2:62][CH3:63])[CH:64]([CH3:65])[CH3:66])([CH3:67])[CH3:68].[Cl:37][c:38]1[cH:39][c:40]2[c:45]([c:46]([Cl:48])[cH:47]1)[CH2:44][N:43]([CH3:49])[CH2:42][CH:41]2[c:50]1[cH:51][c:52]([S:56](=[O:57])(=[O:58])[Cl:59])[cH:53][cH:54][cH:55]1.[N:1](=[N+:2]=[N-:3])[CH2:4][CH2:5][O:6][CH2:7][CH2:8][O:9][CH2:10][CH2:11][O:12][CH2:13][CH2:14][O:15][CH2:16][CH2:17][O:18][CH2:19][CH2:20][O:21][CH2:22][CH2:23][O:24][CH2:25][CH2:26][O:27][CH2:28][CH2:29][O:30][CH2:31][CH2:32][O:33][CH2:34][CH2:35][NH2:36].[O:69]=[CH:70][N:71]([CH3:72])[CH3:73]>>[N:1](=[N+:2]=[N-:3])[CH2:4][CH2:5][O:6][CH2:7][CH2:8][O:9][CH2:10][CH2:11][O:12][CH2:13][CH2:14][O:15][CH2:16][CH2:17][O:18][CH2:19][CH2:20][O:21][CH2:22][CH2:23][O:24][CH2:25][CH2:26][O:27][CH2:28][CH2:29][O:30][CH2:31][CH2:32][O:33][CH2:34][CH2:35][NH:36][S:56]([c:52]1[cH:51][c:50]([CH:41]2[c:40]3[cH:39][c:38]([Cl:37])[cH:47][c:46]([Cl:48])[c:45]3[CH2:44][N:43]([CH3:49])[CH2:42]2)[cH:55][cH:54][cH:53]1)(=[O:57])=[O:58]. Starting materials: Brc1ncccn1, CON(C)C(=O)c1cn(-c2cccc(-c3ccccc3OC(F)(F)F)c2)cn1. Product: O=C(c1cn(-c2cccc(-c3ccccc3OC(F)(F)F)c2)cn1)c1ncccn1. Reaction SMILES: [Br:29][c:30]1[n:31][cH:32][cH:33][cH:34][n:35]1.[CH3:1][O:2][N:3]([C:4](=[O:5])[c:6]1[n:7][cH:8][n:9](-[c:11]2[cH:12][c:13](-[c:17]3[c:18]([O:23][C:24]([F:25])([F:26])[F:27])[cH:19][cH:20][cH:21][cH:22]3)[cH:14][cH:15][cH:16]2)[cH:10]1)[CH3:28]>>[C:4](=[O:5])([c:6]1[n:7][cH:8][n:9](-[c:11]2[cH:12][c:13](-[c:17]3[c:18]([O:23][C:24]([F:25])([F:26])[F:27])[cH:19][cH:20][cH:21][cH:22]3)[cH:14][cH:15][cH:16]2)[cH:10]1)[c:30]1[n:31][cH:32][cH:33][cH:34][n:35]1. Reactants: N=c1ccc(Cl)n[nH]1, COc1ccc2c(c1)c(CC(=O)O)c(C)n2C(=O)c1ccc(Cl)cc1 (indomethacin). Reagents/catalysts: Cn1ccnc1 (1-Methylimidazole), CN(C)C(=[O+]c1c(F)c(F)c(F)c(F)c1F)N(C)C.F[P-](F)(F)(F)(F)F (PFTU). Run in C1CCOC1 (THF), C1CCOC1 (THF). Conditions: temperature 25 celsius, time 24 hour. Yields the product COc1ccc2c(c1)c(CC(=O)Nc1ccc(Cl)nn1)c(C)n2C(=O)c1ccc(Cl)cc1. Yield: 12.1%.